Dataset: the Open Reaction Database (ORD), a public repository of structured organic reaction records. Task: describe an organic reaction: reactants, conditions, products, and yield The reactants are C(C1=CC=CC=C1)(C1=CC=CC=C1)OCCN1CCNCC1 (N-(2-benzhydroxyethyl) piperazine), COC=1C=C(C=C(C1OCOCCOC)OC)C=CC(=O)N1C(SCC1)=S (N-[3-[3,5-dimethoxy-4-(β-methoxyethoxymethoxy) phenyl]-2-propenoyl]thiazolidine-2-thione). Run in CN(C=O)C (dimethylformamide). Yields the product COC=1C=C(C=C(C1OCOCCOC)OC)C=CC(=O)N1CCN(CC1)CCOC(C1=CC=CC=C1)C1=CC=CC=C1 (N-[3[3,5-dimethoxy-4-(β-methoxyethoxymethoxy)phenyl]-2-propenoyl]-N'-(2-benzhydroxyethyl) piperazine). The yield is 86.5%. As a reaction SMILES: [CH:1]([O:14][CH2:15][CH2:16][N:17]1[CH2:22][CH2:21][NH:20][CH2:19][CH2:18]1)([C:8]1[CH:13]=[CH:12][CH:11]=[CH:10][CH:9]=1)[C:2]1[CH:7]=[CH:6][CH:5]=[CH:4][CH:3]=1.[CH3:23][O:24][C:25]1[CH:26]=[C:27]([CH:40]=[CH:41][C:42](N2CCSC2=S)=[O:43])[CH:28]=[C:29]([O:38][CH3:39])[C:30]=1[O:31][CH2:32][O:33][CH2:34][CH2:35][O:36][CH3:37]>CN(C)C=O>[CH3:39][O:38][C:29]1[CH:28]=[C:27]([CH:40]=[CH:41][C:42]([N:20]2[CH2:19][CH2:18][N:17]([CH2:16][CH2:15][O:14][CH:1]([C:2]3[CH:3]=[CH:4][CH:5]=[CH:6][CH:7]=3)[C:8]3[CH:13]=[CH:12][CH:11]=[CH:10][CH:9]=3)[CH2:22][CH2:21]2)=[O:43])[CH:26]=[C:25]([O:24][CH3:23])[C:30]=1[O:31][CH2:32][O:33][CH2:34][CH2:35][O:36][CH3:37]. Procedure details: To a solution of 424 mg (1.43 mmol) of N-(2-benzhydroxyethyl) piperazine in dry dimethylformamide (2 ml) was added 475 mg (1.15 mmol) of N-[3-[3,5-dimethoxy-4-(β-methoxyethoxymethoxy) phenyl]-2-propenoyl]thiazolidine-2-thione, and the mixture was reacted at room temperature for 2 hours under argon atmosphere. The reaction mixture was concentrated by evaporation under reduced pressure and the residue was subjected to silica gel column chromatography, eluted with chloroform-methanol (100 : 1), to ... Reactants: ClC1=C(C=C(C=C1)Cl)C1CC(C=C(C1)NNS(=O)(=O)C1=CC=C(C=C1)C)=O (5-(2,5-dichlorophenyl)-1-[2-(4-methylphenylsulfonyl)hydrazino]cyclohexen-3-one), C([O-])([O-])=O.[K+].[K+] (potassium carbonate), C([O-])([O-])=O.[K+].[K+] (potassium carbonate), ClCC(C)=O (1-chloropropan-2-one), [I-].[Na+] (sodium iodide). Solvent: COCCOC (1,2-dimethoxyethane), CO (methanol). Reaction conditions: time 2 hour. Product: ClC1=C(C=C(C=C1)Cl)C1CC(C=2C(=CN=NC2C1)C)=O (7-(2,5-dichlorophenyl)-4-methyl-5,6,7,8-tetrahydrocinnolin-5-one). The yield is 21.2%. Reaction SMILES: [Cl:1][C:2]1[CH:7]=[CH:6][C:5]([Cl:8])=[CH:4][C:3]=1[CH:9]1[CH2:14][C:13]([NH:15][NH:16]S(C2C=CC(C)=CC=2)(=O)=O)=[CH:12][C:11](=[O:27])[CH2:10]1.C(=O)([O-])[O-].[K+].[K+].Cl[CH2:35][C:36](=O)[CH3:37].[I-].[Na+]>COCCOC.CO>[Cl:1][C:2]1[CH:7]=[CH:6][C:5]([Cl:8])=[CH:4][C:3]=1[CH:9]1[CH2:14][C:13]2[N:15]=[N:16][CH:35]=[C:36]([CH3:37])[C:12]=2[C:11](=[O:27])[CH2:10]1 |f:1.2.3,5.6|. Reported procedure: To a mixture of 5-(2,5-dichlorophenyl)-1-[2-(4-methylphenylsulfonyl)hydrazino]cyclohexen-3-one (1.65 g), anhydrous potassium carbonate (0.696 g), methanol (10 ml) and 1,2-dimethoxyethane (8 ml) were added under ice-cooling 1-chloropropan-2-one (0.465 g) and sodium iodide (0.15 g), and the mixture was stirred at room temperature for 2 hours. To the mixture was added anhydrous potassium carbonate (0.64 g), and the mixture was stirred for 3 hours at 80° C. Under reduced pressure, the solvent was ev... The reactants are CCP(=O)(CC)CO, CCC[PH](=O)CCC. Yields the product CCCP(=O)(CO)CCC. Reaction SMILES: [CH2:1]([P:2](=[O:3])([CH2:4][OH:5])[CH2:6][CH3:7])[CH3:8].[CH2:9]([CH2:10][CH3:11])[PH:12]([CH2:13][CH2:14][CH3:15])=[O:16]>>[CH2:4]([OH:5])[P:12]([CH2:9][CH2:10][CH3:11])([CH2:13][CH2:14][CH3:15])=[O:16]. Starting materials: [Br-], Cc1ccc(S(=O)(=O)OCCC2CCC(OC3CCCCO3)C2COCc2ccccc2)cc1, CC[Mg+], CCOCC, [Cl-], [Cl-], Cl, [Li+], C1CCOC1. Yields the product CCCCC1CCC(OC2CCCCO2)C1COCc1ccccc1. RXN SMILES: [Br-:35].[CH2:1]([c:2]1[cH:3][cH:4][cH:5][cH:6][cH:7]1)[O:8][CH2:9][CH:10]1[CH:11]([O:28][CH:29]2[O:30][CH2:31][CH2:32][CH2:33][CH2:34]2)[CH2:12][CH2:13][CH:14]1[CH2:15][CH2:16][O:17][S:18]([c:19]1[cH:20][cH:21][c:22]([CH3:23])[cH:24][cH:25]1)(=[O:26])=[O:27].[CH2:36]([CH3:37])[Mg+:38].[CH3:48][CH2:49][O:50][CH2:51][CH3:52].[Cl-:40].[Cl-:41].[ClH:42].[Li+:39].[O:43]1[CH2:44][CH2:45][CH2:46][CH2:47]1>>[CH2:1]([c:2]1[cH:3][cH:4][cH:5][cH:6][cH:7]1)[O:8][CH2:9][CH:10]1[CH:11]([O:28][CH:29]2[O:30][CH2:31][CH2:32][CH2:33][CH2:34]2)[CH2:12][CH2:13][CH:14]1[CH2:15][CH2:16][CH2:36][CH3:37]. Starting materials: CC1(OCCO1)C1=CC=C(O1)CN1N=CC(=N1)N (2-[5-(2-methyl-[1,3]dioxolan-2-yl)-furan-2-ylmethyl]-2H-[1,2,3]triazol-4-ylamine), C(C1=CC=CC=C1)C=1OC(=C(N1)C(=O)O)C1=CC=CC=C1 (2-benzyl-5-phenyl-oxazole-4-carboxylic acid). Product: C(C)(=O)C1=CC=C(O1)CN1N=CC(=N1)NC(=O)C=1N=C(OC1C1=CC=CC=C1)CC1=CC=CC=C1 (2-Benzyl-5-phenyl-oxazole-4-carboxylic acid [2-(5-acetyl-furan-2-ylmethyl)-2H-[1,2,3]triazol-4-yl]-amide). Reaction SMILES: [CH3:1][C:2]1([C:7]2[O:11][C:10]([CH2:12][N:13]3[N:17]=[C:16]([NH2:18])[CH:15]=[N:14]3)=[CH:9][CH:8]=2)[O:6]CCO1.[CH2:19]([C:26]1[O:27][C:28]([C:34]2[CH:39]=[CH:38][CH:37]=[CH:36][CH:35]=2)=[C:29]([C:31](O)=[O:32])[N:30]=1)[C:20]1[CH:25]=[CH:24][CH:23]=[CH:22][CH:21]=1>>[C:2]([C:7]1[O:11][C:10]([CH2:12][N:13]2[N:17]=[C:16]([NH:18][C:31]([C:29]3[N:30]=[C:26]([CH2:19][C:20]4[CH:25]=[CH:24][CH:23]=[CH:22][CH:21]=4)[O:27][C:28]=3[C:34]3[CH:39]=[CH:38][CH:37]=[CH:36][CH:35]=3)=[O:32])[CH:15]=[N:14]2)=[CH:9][CH:8]=1)(=[O:6])[CH3:1]. Reported procedure: Following general procedure A followed by B, starting from 2-[5-(2-methyl-[1,3]dioxolan-2-yl)-furan-2-ylmethyl]-2H-[1,2,3]triazol-4-ylamine and 2-benzyl-5-phenyl-oxazole-4-carboxylic acid. The reactants are N1C(NC2=C1C=CC=C2)=O (2-benzimidazolinone), P(=O)(Cl)(Cl)Cl (phosphorus oxychloride). The reagents and catalysts are Cl (hydrochloric acid). Product: ClC=1NC2=C(N1)C=CC=C2 (2-chlorobenzimidazole). Yield: 87.9%. As a reaction SMILES: [NH:1]1[C:5]2[CH:6]=[CH:7][CH:8]=[CH:9][C:4]=2[NH:3][C:2]1=O.P(Cl)(Cl)([Cl:13])=O>Cl>[Cl:13][C:2]1[NH:3][C:4]2[CH:9]=[CH:8][CH:7]=[CH:6][C:5]=2[N:1]=1. Reported procedure: A solution of 2-benzimidazolinone (11.0 g.) and conc. hydrochloric acid (1 drop) in phosphorus oxychloride (126 g.) was stirred for 14 hours at 110° C. After cooling, the mixture was concentrated under reduced pressure to remove excess phosphorus oxychloride. Water was added to the residue and sodium bicarbonate was added thereto to neutralize the mixture. The resulting mixture was extracted four times with ethyl acetate. The combined ethyl acetate extracts were washed with water and a saturated...